describe an organic reaction: reactants, conditions, products, and yield From a dataset of the Open Reaction Database (ORD), a public repository of structured organic reaction records. Reactants: CC1=C(CN)C=CC(=C1)C (2,4-dimethylbenzylamine), C1=NC=CC2=C(C=CC=C12)C(C(=O)O)C (2-(5-isoquinolinyl)propanoic acid), C1=NC=CC2=C(C=CC=C12)CC(=O)O (5-isoquinolinylacetic acid). Product: CC1=C(CNC(C(C)C2=C3C=CN=CC3=CC=C2)=O)C=CC(=C1)C (N-(2,4-dimethylbenzyl)-2-(5-isoquinolinyl)propanamide). As a reaction SMILES: [CH3:1][C:2]1[CH:9]=[C:8]([CH3:10])[CH:7]=[CH:6][C:3]=1[CH2:4][NH2:5].[CH:11]1[C:20]2[C:15](=[C:16]([CH:21]([CH3:25])[C:22](O)=[O:23])[CH:17]=[CH:18][CH:19]=2)[CH:14]=[CH:13][N:12]=1.C1C2C(=C(CC(O)=O)C=CC=2)C=CN=1>>[CH3:1][C:2]1[CH:9]=[C:8]([CH3:10])[CH:7]=[CH:6][C:3]=1[CH2:4][NH:5][C:22](=[O:23])[CH:21]([C:16]1[CH:17]=[CH:18][CH:19]=[C:20]2[C:15]=1[CH:14]=[CH:13][N:12]=[CH:11]2)[CH3:25]. Procedure: The title compound was prepared using the procedure described in Example 222B using 2,4-dimethylbenzylamine and 2-(5-isoquinolinyl)propanoic acid instead of 4-(trifluoromethoxy)benzylamine and 5-isoquinolinylacetic acid. MS (ESI+) m/z 319 (M+H)+; MS (ESI−) m/z 317 (M−H)−; 1H NMR (DMSO, 300 MHz) δ 1.52 (d, J 7.1, 3H), 2.13 (s, 3H), 2.21 (s, 3H), 4.20 (m, 2H), 4.51 (q, J 7.1, 1H), 6.88 (d, J 7.5, 1H), 6.94 (s, 1H), 6.98 (d, J 7.5, 1H), 7.82 (t, J 7.8, 1H), 7.99 (d, J 6.5, 1H), 8.21 (d, J 8.1, 1H),... As a reaction SMILES: [CH2:1]([O:8][C:9]([CH:11]1[CH2:14][C:13](=O)[CH2:12]1)=[O:10])[C:2]1[CH:7]=[CH:6][CH:5]=[CH:4][CH:3]=1.[CH2:16]([NH:18][CH2:19][CH3:20])[CH3:17].C(O[BH-](OC(=O)C)OC(=O)C)(=O)C.[Na+].[Cl-].[NH4+]>ClCCl>[CH2:1]([O:8][C:9]([C@H:11]1[CH2:14][C@@H:13]([N:18]([CH2:19][CH3:20])[CH2:16][CH3:17])[CH2:12]1)=[O:10])[C:2]1[CH:7]=[CH:6][CH:5]=[CH:4][CH:3]=1 |f:2.3,4.5|. Run at time 5 hour. Solvent: ClCCl (dichloromethane). Yields the product C(C1=CC=CC=C1)OC(=O)[C@@H]1C[C@@H](C1)N(CC)CC (cis-3-diethylaminocyclobutane Carboxylic Benzyl Ester). Yield: 59.0%. Procedure details: To a solution of 3-oxocyclobutane carboxylic benzyl ester (88.1 mg, 0.43 mmol) in dichloromethane (4.3 mL) were successively added diethylamine (0.18 mL, 1.73 mmol) and sodium triacetoxyborohydride (137.0 mg, 0.65 mmol). The mixture was stirred at room temperature for 5 hours, and then to the reaction solution was added saturated aqueous ammonium chloride solution, and the mixture was extracted with ethyl acetate. The organic layer was dried over anhydrous magnesium sulfate and filtered, and the... Starting materials: C(C1=CC=CC=C1)OC(=O)C1CC(C1)=O (3-oxocyclobutane carboxylic benzyl ester), [Cl-].[NH4+] (ammonium chloride), C(C)NCC (diethylamine), C(C)(=O)O[BH-](OC(C)=O)OC(C)=O.[Na+] (sodium triacetoxyborohydride). The reactants are ClC1=NC(=NC(=C1)C1=C(C=CC=C1)F)C1=NC(=CC=C1)C (4-chloro-6-o-fluoro phenyl-2-(6-metyl-2-pyridinyl)pyrimidine), C[O-].[Na+] (sodium methoxide), CO (methanol), [Na] (sodium). Solvent: C(C)(=O)OCC (ethyl acetate), O (water). Reaction conditions: time 1 hour. Product: FC1=C(C=CC=C1)C1=NC(=NC(=C1)OC)C1=NC(=CC=C1)C (4-o-fluorophenyl-6-methoxy-2-(6-methyl-2-pyridinyl)pyrimidine). As a reaction SMILES: Cl[C:2]1[CH:7]=[C:6]([C:8]2[CH:13]=[CH:12][CH:11]=[CH:10][C:9]=2[F:14])[N:5]=[C:4]([C:15]2[CH:20]=[CH:19][CH:18]=[C:17]([CH3:21])[N:16]=2)[N:3]=1.[CH3:22][O-:23].[Na+].CO.[Na]>C(OCC)(=O)C.O>[F:14][C:9]1[CH:10]=[CH:11][CH:12]=[CH:13][C:8]=1[C:6]1[CH:7]=[C:2]([O:23][CH3:22])[N:3]=[C:4]([C:15]2[CH:20]=[CH:19][CH:18]=[C:17]([CH3:21])[N:16]=2)[N:5]=1 |f:1.2,^1:26|. Procedure: To the mixture of 4-chloro-6-o-fluoro phenyl-2-(6-metyl-2-pyridinyl)pyrimidine (1 g) was added sodium methoxide prepared from methanol (10 ml) and metallic sodium (0.1 g). After the mixture was left to stand at room temperature for 1 hour, water (30 ml) and ethyl acetate (100 ml) were added thereto, and then extracted. After the extract was dried over anhydrous magnesium sulfate, it was concentrated under reduced pressure to obtain 4-o-fluorophenyl-6-methoxy-2-(6-methyl-2-pyridinyl)pyrimidine (0... Reactants: C(CCCC)[Mg]Br (pentylmagnesium bromide), C(=O)C=1C=C(C=CC1)NC(=O)C1=NC=CC=C1 (N-(3-formyl-phenyl)pyridine-2-carboxamide), O (water). Solvent: O1CCCC1 (tetrahydrofuran). Reaction conditions: temperature 0 celsius, time 2 hour. Product: OC(CCCCC)C=1C=C(C=CC1)NC(=O)C1=NC=CC=C1 (N-[3-(1-Hydroxyhexyl)phenyl]pyridine-2-carboxamide). Reaction SMILES: [CH:1]([C:3]1[CH:4]=[C:5]([NH:9][C:10]([C:12]2[CH:17]=[CH:16][CH:15]=[CH:14][N:13]=2)=[O:11])[CH:6]=[CH:7][CH:8]=1)=[O:2].[CH2:18]([Mg]Br)[CH2:19][CH2:20][CH2:21][CH3:22].O>O1CCCC1>[OH:2][CH:1]([C:3]1[CH:4]=[C:5]([NH:9][C:10]([C:12]2[CH:17]=[CH:16][CH:15]=[CH:14][N:13]=2)=[O:11])[CH:6]=[CH:7][CH:8]=1)[CH2:18][CH2:19][CH2:20][CH2:21][CH3:22]. Procedure: The aldehyde (1.1 g) was dissolved in dry tetrahydrofuran, and cooled in an ice bath. To this cold solution was added dropwise, a solution of pentylmagnesium bromide (prepared from 1-bromopentane (1.9 g) and magnesium turnings (0.31 g) in dry ether). The reaction mixture was stirred at 0° C. for two hours, allowed to warm to room temperature and was carefully poured into cold water. The aqueous solution was extracted with ethyl acetate, and the organic extract was washed with aqueous ammonium ch...